This data is from the Open Reaction Database (ORD), a public repository of structured organic reaction records. The task is: describe an organic reaction: reactants, conditions, products, and yield Reactants: FC1=C(C=CC=C1)C=1C=NC(=NC1)N1C=C(C2=CC=C(C=C12)C(=O)O)S(=O)C (1-(5-(2-fluorophenyl)pyrimidin-2-yl)-3-(methylsulfinyl)-1H-indole-6-carboxylic acid), C12N(CC(NC1)C2)C(=O)OC(C)(C)C (tert-butyl 2,5-diazabicyclo[2.2.1]heptane-2-carboxylate), C(CC)P1(OP(OP(O1)(=O)CCC)(=O)CCC)=O (T3P). Yields the product C12N(CC(NC1)C2)C(=O)C2=CC=C1C(=CN(C1=C2)C2=NC=C(C=N2)C2=C(C=CC=C2)F)S(=O)C (2,5-Diazabicyclo[2.2.1]heptan-2-yl(1-(5-(2-fluorophenyl)pyrimidin-2-yl)-3-(methylsulfinyl)-1H-indol-6-yl)methanone). As a reaction SMILES: [F:1][C:2]1[CH:7]=[CH:6][CH:5]=[CH:4][C:3]=1[C:8]1[CH:9]=[N:10][C:11]([N:14]2[C:22]3[C:17](=[CH:18][CH:19]=[C:20]([C:23]([OH:25])=O)[CH:21]=3)[C:16]([S:26]([CH3:28])=[O:27])=[CH:15]2)=[N:12][CH:13]=1.[CH:29]12[CH2:35][CH:32]([NH:33][CH2:34]1)[CH2:31][N:30]2C(OC(C)(C)C)=O.C(P1(=O)OP(CCC)(=O)OP(CCC)(=O)O1)CC>>[CH:29]12[CH2:35][CH:32]([NH:33][CH2:34]1)[CH2:31][N:30]2[C:23]([C:20]1[CH:21]=[C:22]2[C:17]([C:16]([S:26]([CH3:28])=[O:27])=[CH:15][N:14]2[C:11]2[N:12]=[CH:13][C:8]([C:3]3[CH:4]=[CH:5][CH:6]=[CH:7][C:2]=3[F:1])=[CH:9][N:10]=2)=[CH:18][CH:19]=1)=[O:25]. Procedure details: Prepared from 1-(5-(2-fluorophenyl)pyrimidin-2-yl)-3-(methylsulfinyl)-1H-indole-6-carboxylic acid and tert-butyl 2,5-diazabicyclo[2.2.1]heptane-2-carboxylate in two steps comprising a T3P coupling and a TFA-catalyzed removal of the Boc protecting group. Light yellow solid.